Task: describe an organic reaction: reactants, conditions, products, and yield. Dataset: the Open Reaction Database (ORD), a public repository of structured organic reaction records The reactants are O=C1C(=CN=C2N1C=NC=1C=CC(=CC21)NS(=O)(=O)C)C(=O)OC (methyl 4-oxo-10-methanesulfonamido-4H-pyrimido[1,2-c]quinazoline-3-carboxylate), [I-].[Li+] (lithium iodide), N1=CC=CC=C1 (pyridine). The solvent is O (water). Reaction conditions: temperature 120 celsius, time 2 hour. The product is O=C1C(=CN=C2N1C=NC=1C=CC(=CC21)NS(=O)(=O)C)C(=O)O (4-oxo-10-methanesulfonamido-4H-pyrimido[1,2-c]quinazoline-3-carboxylic acid). Isolated yield 67.5%. As a reaction SMILES: [O:1]=[C:2]1[N:7]2[CH:8]=[N:9][C:10]3[CH:11]=[CH:12][C:13]([NH:16][S:17]([CH3:20])(=[O:19])=[O:18])=[CH:14][C:15]=3[C:6]2=[N:5][CH:4]=[C:3]1[C:21]([O:23]C)=[O:22].[I-].[Li+].N1C=CC=CC=1>O>[O:1]=[C:2]1[N:7]2[CH:8]=[N:9][C:10]3[CH:11]=[CH:12][C:13]([NH:16][S:17]([CH3:20])(=[O:19])=[O:18])=[CH:14][C:15]=3[C:6]2=[N:5][CH:4]=[C:3]1[C:21]([OH:23])=[O:22] |f:1.2|. Reported procedure: A mixture of methyl 4-oxo-10-methanesulfonamido-4H-pyrimido[1,2-c]quinazoline-3-carboxylate (4.32 g), anhydrous lithium iodide (10.8 g) and dry pyridine (43 ml) was stirred at 120° C. for 2 hours. The reaction mixture was concentrated under reduced pressure to give a residue, which was dissolved in water (900 ml). Insoluble materials were removed by filtration. The aqueous layer was adjusted to pH 5 with conc. hydrochloric acid to give crystals, which were filtered off, suspended in a mixture of... Reactants: [BH4-], CN(C)CCN1CCC(O)(c2ccccc2)C(C(=O)c2ccccc2)C1, CCCCCC, CCO, [Na+], O. Yields the product CN(C)CCN1CCC(O)(c2ccccc2)C(C(O)c2ccccc2)C1. Reaction SMILES: [BH4-:27].[CH3:1][N:2]([CH2:3][CH2:4][N:5]1[CH2:6][CH:7]([C:18]([c:19]2[cH:20][cH:21][cH:22][cH:23][cH:24]2)=[O:25])[C:8]([c:11]2[cH:12][cH:13][cH:14][cH:15][cH:16]2)([OH:17])[CH2:9][CH2:10]1)[CH3:26].[CH3:30][CH2:31][CH2:32][CH2:33][CH2:34][CH3:35].[CH3:36][CH2:37][OH:38].[Na+:28].[OH2:29]>>[CH3:1][N:2]([CH2:3][CH2:4][N:5]1[CH2:6][CH:7]([CH:18]([c:19]2[cH:20][cH:21][cH:22][cH:23][cH:24]2)[OH:25])[C:8]([c:11]2[cH:12][cH:13][cH:14][cH:15][cH:16]2)([OH:17])[CH2:9][CH2:10]1)[CH3:26]. The reactants are COC=1C=C(C=CC1OC)C1=NOC(=C1)C(CC=O)C (3-[3-(3,4-dimethoxyphenyl)isoxazol-5-yl]butanal), C(C1=CC=CC=C1)N1CCNCC1 (1-benzylpiperazine), [BH-](OC(=O)C)(OC(=O)C)OC(=O)C.[Na+] (NaBH(OAc)3), FC(C1=C(CN2CCNCC2)C=CC=C1)(F)F (1-[2-(trifluoromethyl)benzyl]piperazine). The solvent is C(Cl)Cl (methylene chloride). Yields the product COC1=C(C=C(C=C1)C1=NOC(=C1)CCCCN1CCN(CC1)CC1=CC=CC=C1)OC (1,2-Dimethoxy-4-(5-{4-[4-benzylpiperazinyl]butyl}isoxazol-3-yl)benzene). The yield is 70.7%. As a reaction SMILES: [CH3:1][O:2][C:3]1[CH:4]=[C:5]([C:11]2[CH:15]=[C:14]([CH:16](C)[CH2:17][CH:18]=O)[O:13][N:12]=2)[CH:6]=[CH:7][C:8]=1[O:9][CH3:10].[CH2:21]([N:28]1[CH2:33][CH2:32][NH:31][CH2:30][CH2:29]1)[C:22]1[CH:27]=[CH:26][CH:25]=[CH:24][CH:23]=1.[BH-](OC(C)=O)(OC(C)=O)O[C:36](C)=O.[Na+].FC(F)(F)C1C=CC=CC=1CN1CCNCC1>C(Cl)Cl>[CH3:10][O:9][C:8]1[CH:7]=[CH:6][C:5]([C:11]2[CH:15]=[C:14]([CH2:16][CH2:17][CH2:18][CH2:36][N:31]3[CH2:32][CH2:33][N:28]([CH2:21][C:22]4[CH:23]=[CH:24][CH:25]=[CH:26][CH:27]=4)[CH2:29][CH2:30]3)[O:13][N:12]=2)=[CH:4][C:3]=1[O:2][CH3:1] |f:2.3|. Reported procedure: About 2 min after dissolving 3-[3-(3,4-dimethoxyphenyl)isoxazol-5-yl]butanal (32 mg, 0.116 mmol) and 1-benzylpiperazine (20, 0.116 mmol) in 2 mL of dry methylene chloride, were added NaBH(OAc)3 (73.8 mg, 0.348 mmol), cold acetic acid (8.0, 0.139 mmol) and molecular sieves (5 beads). The reaction mixture was reacted for 4.5 hr and followed the same processes as in Example 1 to obtain 35.7 mg (70.7%) of the target compound. Starting materials: C(C)(C)(C)OC(=O)NC(C=1C=NC=CC1)[C@H]1CNCC1 (3-(R)-[1-Tert-butoxycarbonylamino-1-(3-pyridyl)methyl]pyrrolidine), C(C)#N (acetonitrile), NC1=C2C(C(=CN(C2=C(C(=C1F)F)F)[C@H]1[C@H](C1)F)C(=O)O)=O (5-amino-6,7,8-trifluoro-1-[2-(S)-fluoro-1-(R)-cyclopropyl]-1,4-dihydro-4-oxoquinoline-3-carboxylic acid). Run in C(C)N(CC)CC (triethylamine). The product is NC1=C2C(C(=CN(C2=C(C(=C1F)N1C[C@@H](CC1)C(C=1C=NC=CC1)N)F)[C@H]1[C@H](C1)F)C(=O)O)=O (5-Amino-7-{3-(R)-[1-amino-1-(3-pyridyl)methyl]-1-pyrrolidinyl}-6,8-difluoro-1-[(1R,2S)-2-fluorocyclopropyl]-1,4-dihydro-4-oxoquinoline-3-carboxylic acid). Yield: 32.8%. Reaction SMILES: C(OC([NH:8][CH:9]([C@@H:16]1[CH2:20][CH2:19][NH:18][CH2:17]1)[C:10]1[CH:11]=[N:12][CH:13]=[CH:14][CH:15]=1)=O)(C)(C)C.C(#N)C.[NH2:24][C:25]1[C:34]([F:35])=[C:33](F)[C:32]([F:37])=[C:31]2[C:26]=1[C:27](=[O:45])[C:28]([C:42]([OH:44])=[O:43])=[CH:29][N:30]2[C@@H:38]1[CH2:40][C@@H:39]1[F:41]>C(N(CC)CC)C>[NH2:24][C:25]1[C:34]([F:35])=[C:33]([N:18]2[CH2:19][CH2:20][C@@H:16]([CH:9]([NH2:8])[C:10]3[CH:11]=[N:12][CH:13]=[CH:14][CH:15]=3)[CH2:17]2)[C:32]([F:37])=[C:31]2[C:26]=1[C:27](=[O:45])[C:28]([C:42]([OH:44])=[O:43])=[CH:29][N:30]2[C@@H:38]1[CH2:40][C@@H:39]1[F:41]. Reported procedure: 3-(R)-[1-Tert-butoxycarbonylamino-1-(3-pyridyl)methyl]pyrrolidine [F2] (0.461 mmol) was added to an acetonitrile suspension (5 ml) of 5-amino-6,7,8-trifluoro-1-[2-(S)-fluoro-1-(R)-cyclopropyl]-1,4-dihydro-4-oxoquinoline-3-carboxylic acid (156 mg, 0.493 mmol), and the mixture was heated under reflux for 19 hours in the presence of triethylamine (0.5 ml). After cooling, the solvent of the reaction solution was evaporated under a reduced pressure. The resulting residue was dissolved in chloroform (... Starting materials: NC(=C(C(N)=S)C#N)N(CC)CC (3-amino-2-cyano-3-(diethylamino)propenethioamide), OO (hydrogen peroxide). The product is NC1=C(C(=NS1)N(CC)CC)C#N (5-amino-4-cyano-3-(diethylamino)isothiazole). Isolated yield 76.9%. As a reaction SMILES: [NH2:1][C:2]([N:9]([CH2:12][CH3:13])[CH2:10][CH3:11])=[C:3]([C:7]#[N:8])[C:4](=[S:6])[NH2:5].OO>>[NH2:5][C:4]1[S:6][N:1]=[C:2]([N:9]([CH2:10][CH3:11])[CH2:12][CH3:13])[C:3]=1[C:7]#[N:8]. Procedure details: Using the procedure of Example I, part F, 54.5 g of 3-amino-2-cyano-3-(diethylamino)propenethioamide were oxidized with 41 ml of 30% hydrogen peroxide to give 41.5 g of white 5-amino-4-cyano-3-(diethylamino)isothiazole, m.p. 87°-88°. The nmr spectrum was consistent with the assigned structure. Reaction SMILES: [CH2:40]1[O:41][CH2:42][CH2:43][CH2:44]1.[CH3:1][O:2][C:3]([c:4]1[cH:5][cH:6][c:7]([NH:10][C:11](=[O:12])[CH:13]2[NH:14][CH2:15][CH:16]([O:18][CH3:19])[CH2:17]2)[cH:8][cH:9]1)=[O:20].[CH:21]([N:22]([CH2:23][CH3:24])[CH:25]([CH3:26])[CH3:27])([CH3:28])[CH3:29].[Cl:30][c:31]1[cH:32][cH:33][c:34]([N:37]=[C:38]=[O:39])[cH:35][cH:36]1>>[CH3:1][O:2][C:3]([c:4]1[cH:5][cH:6][c:7]([NH:10][C:11](=[O:12])[CH:13]2[N:14]([C:38]([NH:37][c:34]3[cH:33][cH:32][c:31]([Cl:30])[cH:36][cH:35]3)=[O:39])[CH2:15][CH:16]([O:18][CH3:19])[CH2:17]2)[cH:8][cH:9]1)=[O:20]. Yields the product COC(=O)c1ccc(NC(=O)C2CC(OC)CN2C(=O)Nc2ccc(Cl)cc2)cc1. Reactants: C1CCOC1, COC(=O)c1ccc(NC(=O)C2CC(OC)CN2)cc1, CCN(C(C)C)C(C)C, O=C=Nc1ccc(Cl)cc1. Reactants: C1(=CC=CC=C1)CCC(=O)OCC (ethyl 3-phenylpropionate), C(O)([O-])=O.[Na+] (sodium hydrogencarbonate), ice, C1(=CC=CC=C1)CC(=O)Cl (Phenylacetyl chloride), [Cl-].[Al+3].[Cl-].[Cl-] (aluminum chloride). Run in ClCCCl (1,2-dichloroethane), ClCCCl (1,2-dichloroethane). Run at time 8 hour. The product is C1(=CC=CC=C1)CC(=O)C1=CC=C(C=C1)CCC(=O)OCC (ethyl 3-[4-(phenylacetyl)phenyl]propionate). Reaction SMILES: [C:1]1([CH2:7][C:8](Cl)=[O:9])[CH:6]=[CH:5][CH:4]=[CH:3][CH:2]=1.[Cl-].[Al+3].[Cl-].[Cl-].[C:15]1([CH2:21][CH2:22][C:23]([O:25][CH2:26][CH3:27])=[O:24])[CH:20]=[CH:19][CH:18]=[CH:17][CH:16]=1.C(=O)([O-])O.[Na+]>ClCCCl>[C:1]1([CH2:7][C:8]([C:18]2[CH:19]=[CH:20][C:15]([CH2:21][CH2:22][C:23]([O:25][CH2:26][CH3:27])=[O:24])=[CH:16][CH:17]=2)=[O:9])[CH:6]=[CH:5][CH:4]=[CH:3][CH:2]=1 |f:1.2.3.4,6.7|. Procedure: Phenylacetyl chloride (3.4 ml) is added to a solution of anhydrous aluminum chloride (4.27 g) in 1,2-dichloroethane (35 ml) under ice cooling, and then a solution of ethyl 3-phenylpropionate (5.1 g) in anhydrous 1,2-dichloroethane (5 ml) is added dropwise thereto. The mixture is stirred under ice cooling for 20 minutes and at room temperature overnight. The reaction mixture is added little by little to a saturated aqueous sodium hydrogencarbonate solution (150 ml) containing ice (100 g). The res...